This data is from the Open Reaction Database (ORD), a public repository of structured organic reaction records. The task is: describe an organic reaction: reactants, conditions, products, and yield Reactants: CC1(C)C(=O)N(Br)C(=O)N1Br, COC(C)=O, COC(=O)c1c(C)cccc1[N+](=O)[O-], CCCCCCC, CC(C)(C#N)N=NC(C)(C)C#N. Yields the product COC(=O)c1c(CBr)cccc1[N+](=O)[O-]. Reaction SMILES: [Br:15][N:16]1[C:17]([CH3:18])([CH3:19])[C:20](=[O:21])[N:22]([Br:23])[C:24]1=[O:25].[C:45]([O:46][CH3:47])(=[O:48])[CH3:49].[CH3:1][O:2][C:3]([c:4]1[c:5]([CH3:13])[cH:6][cH:7][cH:8][c:9]1[N+:10](=[O:11])[O-:12])=[O:14].[CH3:38][CH2:39][CH2:40][CH2:41][CH2:42][CH2:43][CH3:44].[N:26]([C:27]([CH3:28])([CH3:29])[C:30]#[N:31])=[N:32][C:33]([CH3:34])([CH3:35])[C:36]#[N:37]>>[CH3:1][O:2][C:3]([c:4]1[c:5]([CH2:13][Br:15])[cH:6][cH:7][cH:8][c:9]1[N+:10](=[O:11])[O-:12])=[O:14]. Reactants: Cl.C(C1=CC=CC=C1)OC(=O)C1=C(NC2=CC=C(C=C12)CN)C (5-Aminomethyl-2-methyl-1H-indole-3-carboxylic acid benzyl ester, hydrochloride), C(C)=O (acetaldehyde), C(C)(=O)O[BH-](OC(C)=O)OC(C)=O.[Na+] (sodium triacetoxyborohydride). The solvent is ClC(C)Cl (dichloroethane). Conditions: time 0.5 hour. Product: C(C1=CC=CC=C1)OC(=O)C1=C(NC2=CC=C(C=C12)CN(CC)CC)C (5-Diethylaminomethyl-2-methyl-1H-indole-3-carboxylic acid benzyl ester). Isolated yield 33.6%. Reaction SMILES: Cl.[CH2:2]([O:9][C:10]([C:12]1[C:20]2[C:15](=[CH:16][CH:17]=[C:18]([CH2:21][NH2:22])[CH:19]=2)[NH:14][C:13]=1[CH3:23])=[O:11])[C:3]1[CH:8]=[CH:7][CH:6]=[CH:5][CH:4]=1.[CH:24](=O)[CH3:25].[C:27](O[BH-](OC(=O)C)OC(=O)C)(=O)[CH3:28].[Na+]>ClC(Cl)C>[CH2:2]([O:9][C:10]([C:12]1[C:20]2[C:15](=[CH:16][CH:17]=[C:18]([CH2:21][N:22]([CH2:24][CH3:25])[CH2:27][CH3:28])[CH:19]=2)[NH:14][C:13]=1[CH3:23])=[O:11])[C:3]1[CH:4]=[CH:5][CH:6]=[CH:7][CH:8]=1 |f:0.1,3.4|. Procedure details: To a mixture of 5-aminomethyl-2-methyl-1H-indole-3-carboxylic acid benzyl ester, hydrochloride (300 mg, 0.91 mmol, Example 63, Step E) and in dichloroethane (40 mL) was added acetaldehyde (0.1 mL, 1.82 mmol). The mixture was stirred for 0.5 hour and then sodium triacetoxyborohydride (289 mg, 1.37 mmol) was added. The mixture was stirred at room temperature overnight and then partitioned between methylene chloride and water. The organic phase was washed with saturated sodium bicarbonate solution ... Starting materials: [H][H] (hydrogen), C(C1=CC=CC=C1)(C1=CC=CC=C1)N1[C@]2(CO)[C@@H](O)[C@H](O)[C@]1(O2)CO (N-benzhydryl-2,5-anhydro-2,5-imino-D-glucitol), C(C1=CC=CC=C1)(C1=CC=CC=C1)N1[C@]2(CO)[C@@H](O)[C@H](O)[C@]1(O2)CO (N-Benzhydryl-2,5-anhydro-2,5-imino-D-glucitol). Reagents/catalysts: O.[Pd].[C] (PD(OH)2 carbon). Solvent: CO (MeOH). The product is N1[C@]2(CO)[C@@H](O)[C@H](O)[C@]1(O2)CO (2,5-Anhydro-2,5-imino-D-glucitol). Isolated yield 91.0%. Reaction SMILES: C([N:14]1[C@:22]2([CH2:24][OH:25])[O:23][C@:15]1([C@H:18]([C@@H:20]2[OH:21])[OH:19])[CH2:16][OH:17])(C1C=CC=CC=1)C1C=CC=CC=1.[H][H]>CO.O.[Pd].[C]>[NH:14]1[C@:22]2([CH2:24][OH:25])[O:23][C@:15]1([C@H:18]([C@@H:20]2[OH:21])[OH:19])[CH2:16][OH:17] |f:3.4.5|. Procedure details: A mixture of N-benzhydryl-2,5-anhydro-2,5-imino-D-glucitol (Formula XI, R3 =Ph2CH 8.40 g, 25.5 mmol) and 0.42 g of 20% PD(OH)2 /carbon in 100 mL of MeOH was set shaking on a Parr apparatus under 60 psig of hydrogen overnight. This solution was then filtered and concentrated. Hexane (ca. 300 mi) was added, and the solvent was then removed from a white solid, which was washed with ca. 200 mL of hexane. The product was recrystallized from ETOH/CH3CN to give 3.79 g (91%) of white needles, mp 139°-14... The reactants are N1CCC(CC1)NC(=O)C1=CNC2=C1N=CN=C2C2=C(C=C(C(=C2)OC)F)OCC2CC2 (4-(2-cyclopropylmethoxy-4-fluoro-5-methoxy-phenyl)-5H-pyrrolo[3,2-d]pyrimidine-7-carboxylic acid piperidin-4-ylamide), ClC(=O)[C@H](C)OC(C)=O (acetic acid (S)-1-chlorocarbonyl-ethyl ester). Product: O[C@H](C(=O)N1CCC(CC1)NC(=O)C1=CNC2=C1N=CN=C2C2=C(C=C(C(=C2)OC)F)OCC2CC2)C (4-(2-Cyclopropylmethoxy-4-fluoro-5-methoxy-phenyl)-5H-pyrrolo[3,2-d]pyrimidine-7-carboxylic acid [1-((S)-2-hydroxy-propionyl)-piperidin-4-yl]-amide). RXN SMILES: [NH:1]1[CH2:6][CH2:5][CH:4]([NH:7][C:8]([C:10]2[C:14]3[N:15]=[CH:16][N:17]=[C:18]([C:19]4[CH:24]=[C:23]([O:25][CH3:26])[C:22]([F:27])=[CH:21][C:20]=4[O:28][CH2:29][CH:30]4[CH2:32][CH2:31]4)[C:13]=3[NH:12][CH:11]=2)=[O:9])[CH2:3][CH2:2]1.Cl[C:34]([C@@H:36]([O:38]C(=O)C)[CH3:37])=[O:35]>>[OH:38][C@@H:36]([CH3:37])[C:34]([N:1]1[CH2:2][CH2:3][CH:4]([NH:7][C:8]([C:10]2[C:14]3[N:15]=[CH:16][N:17]=[C:18]([C:19]4[CH:24]=[C:23]([O:25][CH3:26])[C:22]([F:27])=[CH:21][C:20]=4[O:28][CH2:29][CH:30]4[CH2:32][CH2:31]4)[C:13]=3[NH:12][CH:11]=2)=[O:9])[CH2:5][CH2:6]1)=[O:35]. Reported procedure: Starting from 4-(2-cyclopropylmethoxy-4-fluoro-5-methoxy-phenyl)-5H-pyrrolo[3,2-d]pyrimidine-7-carboxylic acid piperidin-4-ylamide (example A163) and acetic acid (S)-1-chlorocarbonyl-ethyl ester the title compound is obtained as colorless solid. The reactants are CO (methanol), [N+](=O)([O-])C1=CC=C(C(=O)NC2=C(C(=O)O)C=CC(=C2)CCC2=CC=CC=C2)C=C1 (2-(4-nitrobenzamido)-4-phenethylbenzoic acid). Reagents/catalysts: [C].[Pd] (palladium-carbon). Run in C(C)(=O)OCC (ethyl acetate). Run at time 2 hour. Yields the product NC1=CC=C(C(=O)NC2=C(C(=O)O)C=CC(=C2)CCC2=CC=CC=C2)C=C1 (2-(4-aminobenzamido)-4-phenethylbenzoic acid). Reaction SMILES: CO.[N+:3]([C:6]1[CH:31]=[CH:30][C:9]([C:10]([NH:12][C:13]2[CH:21]=[C:20]([CH2:22][CH2:23][C:24]3[CH:29]=[CH:28][CH:27]=[CH:26][CH:25]=3)[CH:19]=[CH:18][C:14]=2[C:15]([OH:17])=[O:16])=[O:11])=[CH:8][CH:7]=1)([O-])=O>[C].[Pd].C(OCC)(=O)C>[NH2:3][C:6]1[CH:7]=[CH:8][C:9]([C:10]([NH:12][C:13]2[CH:21]=[C:20]([CH2:22][CH2:23][C:24]3[CH:25]=[CH:26][CH:27]=[CH:28][CH:29]=3)[CH:19]=[CH:18][C:14]=2[C:15]([OH:17])=[O:16])=[O:11])=[CH:30][CH:31]=1 |f:2.3|. Reported procedure: 2.0 mg of 5% palladium-carbon was added to a mixed solution of 1.0 mL of methanol and 2.0 mL of ethyl acetate containing 7.0 mg of 2-(4-nitrobenzamido)-4-phenethylbenzoic acid and stirred under hydrogen atmosphere at room temperature for 2 hours. After insoluble were removed by filtration, the solvent was evaporated under reduced pressure to obtain 4.0 mg of 2-(4-aminobenzamido)-4-phenethylbenzoic acid as pale yellow solid. Reactants: COc1ccccc1N1CCNCC1, CC(=O)Cc1cccc(OCC2CO2)c1. Product: COc1ccccc1N1CCN(CC(O)COc2cccc(CC(C)=O)c2)CC1. Reaction SMILES: [CH3:16][O:17][c:18]1[c:19]([N:24]2[CH2:25][CH2:26][NH:27][CH2:28][CH2:29]2)[cH:20][cH:21][cH:22][cH:23]1.[O:1]1[CH:2]([CH2:3][O:4][c:5]2[cH:6][c:7]([CH2:11][C:12]([CH3:13])=[O:14])[cH:8][cH:9][cH:10]2)[CH2:15]1>>[OH:1][CH:2]([CH2:3][O:4][c:5]1[cH:6][c:7]([CH2:11][C:12]([CH3:13])=[O:14])[cH:8][cH:9][cH:10]1)[CH2:15][N:27]1[CH2:26][CH2:25][N:24]([c:19]2[c:18]([O:17][CH3:16])[cH:23][cH:22][cH:21][cH:20]2)[CH2:29][CH2:28]1. Reactants: ClC1=NC2=CC=CC=C2C(=C1)Cl (2,4-dichloroquinoline), CO (MeOH), C[O-].[Na+] (sodium methoxide). Solvent: O (water). Yields the product COC1=NC2=CC=CC=C2C(=C1)OC (2,4-dimethoxyquinoline). As a reaction SMILES: Cl[C:2]1[CH:11]=[C:10](Cl)[C:9]2[C:4](=[CH:5][CH:6]=[CH:7][CH:8]=2)[N:3]=1.[CH3:13][O-:14].[Na+].[CH3:16][OH:17]>O>[CH3:13][O:14][C:2]1[CH:11]=[C:10]([O:17][CH3:16])[C:9]2[C:4](=[CH:5][CH:6]=[CH:7][CH:8]=2)[N:3]=1 |f:1.2|. Procedure: To a suspension of 2,4-dichloroquinoline in MeOH (100 mL) was added sodium methoxide (50 g). The mixture was heated at reflux for 2 days. After cooling, the mixture was filtered. The filtrate was concentrated under reduced pressure to yield a residue that was dissolved in water and extracted with CH2Cl2. The combined organic layers were dried over Na2SO4 and concentrated to give 2,4-dimethoxyquinoline as a white solid (13 g, 74% over 2 steps).